From a dataset of the Open Reaction Database (ORD), a public repository of structured organic reaction records. describe an organic reaction: reactants, conditions, products, and yield The reactants are Br, COc1ccc(-c2ncc(C(F)(F)F)cc2Cl)cc1, O. Yields the product Oc1ccc(-c2ncc(C(F)(F)F)cc2Cl)cc1. RXN SMILES: [BrH:20].[Cl:1][c:2]1[c:3](-[c:12]2[cH:13][cH:14][c:15]([O:18][CH3:19])[cH:16][cH:17]2)[n:4][cH:5][c:6]([C:8]([F:9])([F:10])[F:11])[cH:7]1.[OH2:21]>>[Cl:1][c:2]1[c:3](-[c:12]2[cH:13][cH:14][c:15]([OH:18])[cH:16][cH:17]2)[n:4][cH:5][c:6]([C:8]([F:9])([F:10])[F:11])[cH:7]1. RXN SMILES: [S:1]1[CH:5]=[N:4][N:3]=[C:2]1[O:6][C:7]1[CH:8]=[C:9]([CH3:23])[C:10]2[C@@H:14]([CH2:15][C:16]([O:18][CH2:19][CH3:20])=[O:17])[O:13][B:12]([OH:21])[C:11]=2[CH:22]=1.C1COCC1.[Li+].[OH-].Cl>O.CO>[S:1]1[CH:5]=[N:4][N:3]=[C:2]1[O:6][C:7]1[CH:8]=[C:9]([CH3:23])[C:10]2[C@H:14]([CH2:15][C:16]([O:18][CH2:19][CH3:20])=[O:17])[O:13][B:12]([OH:21])[C:11]=2[CH:22]=1 |f:2.3|. Reactants: Cl (hydrochloric acid), S1C(=NN=C1)OC=1C=C(C2=C(B(O[C@@H]2CC(=O)OCC)O)C1)C ((R)-ethyl 2-(6-(1,3,4-thiadiazol-2-yloxy)-1-hydroxy-4-methyl-1,3-dihydrobenzo[c][1,2]oxaborol-3-yl)acetate), C1CCOC1 (THF), [Li+].[OH-] (LiOH). Procedure: To a solution of (R)-ethyl 2-(6-(1,3,4-thiadiazol-2-yloxy)-1-hydroxy-4-methyl-1,3-dihydrobenzo[c][1,2]oxaborol-3-yl)acetate (0.9 g, 2.69 mmol) in a mixed solution of THF (30 mL) and methanol (4 mL) was added a solution of LiOH. H2O (0.57 g, 13.5 mmol) in water (30 mL) at 0° C. The resulting mixture was stirred at room temperature for 1.5 hrs and then acidified to pH=2 with diluted hydrochloric acid at 0° C. After removal of the volatile organics, the residue was dissolved in EtOAc. The aqueous p... Conditions: time 1.5 hour. Product: S1C(=NN=C1)OC=1C=C(C2=C(B(O[C@H]2CC(=O)OCC)O)C1)C ((S)-Ethyl 2-(6-(1,3,4-thiadiazol-2-yloxy)-1-hydroxy-4-methyl-1,3-dihydrobenzo[c][1,2]oxaborol-3-yl)acetate). The solvent is O (water), CO (methanol), O (H2O). Reactants: ClC1=C(C(=CC=C1)F)C=1C=C2C(=CNC2=CC1)C1=CN=CC(=N1)O[C@H]1CN(CCC1)C(=O)OC(C)(C)C ((R)-tert-butyl 3-(6-(5-(2-chloro-6-fluorophenyl)-1H-indol-3-yl)pyrazin-2-yloxy)piperidine-1-carboxylate), C(=O)(C(F)(F)F)O (TFA). The solvent is C(Cl)Cl (DCM). Reaction conditions: time 30 minute. Product: FC(C(=O)O)(F)F.FC(C(=O)O)(F)F.ClC1=C(C(=CC=C1)F)C=1C=C2C(=CNC2=CC1)C1=NC(=CN=C1)O[C@H]1CNCCC1 ((R)-5-(2-chloro-6-fluorophenyl)-3-(6-(piperidin-3-yloxy)pyrazin-2-yl)-1H-indole bis(2,2,2-trifluoroacetate)). As a reaction SMILES: [Cl:1][C:2]1[CH:7]=[CH:6][CH:5]=[C:4]([F:8])[C:3]=1[C:9]1[CH:10]=[C:11]2[C:15](=[CH:16][CH:17]=1)[NH:14][CH:13]=[C:12]2[C:18]1[N:23]=[C:22]([O:24][C@@H:25]2[CH2:30][CH2:29][CH2:28][N:27](C(OC(C)(C)C)=O)[CH2:26]2)[CH:21]=[N:20][CH:19]=1.[C:38]([OH:44])([C:40]([F:43])([F:42])[F:41])=[O:39]>C(Cl)Cl>[F:41][C:40]([F:43])([F:42])[C:38]([OH:44])=[O:39].[F:41][C:40]([F:43])([F:42])[C:38]([OH:44])=[O:39].[Cl:1][C:2]1[CH:7]=[CH:6][CH:5]=[C:4]([F:8])[C:3]=1[C:9]1[CH:10]=[C:11]2[C:15](=[CH:16][CH:17]=1)[NH:14][CH:13]=[C:12]2[C:18]1[CH:19]=[N:20][CH:21]=[C:22]([O:24][C@@H:25]2[CH2:30][CH2:29][CH2:28][NH:27][CH2:26]2)[N:23]=1 |f:3.4.5|. Reported procedure: To a solution of (R)-tert-butyl 3-(6-(5-(2-chloro-6-fluorophenyl)-1H-indol-3-yl)pyrazin-2-yloxy)piperidine-1-carboxylate (0.077 g, 0.147 mmol) in 1.5 mL DCM was added TFA (0.170 mL, 2.208 mmol). After 30 min, the reaction was concentrated in vacuo, taken up in DMSO, and purified by RPHPLC, 10-100% ACN/H2O with 0.1% TFA; product-containing fractions were combined and concentrated in vacuo to give (R)-5-(2-chloro-6-fluorophenyl)-3-(6-(piperidin-3-yloxy)pyrazin-2-yl)-1H-indole bis(2,2,2-trifluoroac...